This data is from the Open Reaction Database (ORD), a public repository of structured organic reaction records. The task is: describe an organic reaction: reactants, conditions, products, and yield The reactants are CN1CCCC1=O, COCCNCC(=O)N1CC(=O)N(c2cccc(Cl)c2C)C1, Cc1ccc(C(=O)O)cc1O. The product is COCCN(CC(=O)N1CC(=O)N(c2cccc(Cl)c2C)C1)C(=O)c1ccc(C)c(O)c1. Reaction SMILES: [CH3:34][N:35]1[CH2:36][CH2:37][CH2:38][C:39]1=[O:40].[Cl:1][c:2]1[c:3]([CH3:22])[c:4]([N:8]2[CH2:9][N:10]([C:14]([CH2:15][NH:16][CH2:17][CH2:18][O:19][CH3:20])=[O:21])[CH2:11][C:12]2=[O:13])[cH:5][cH:6][cH:7]1.[OH:23][c:24]1[cH:25][c:26]([C:27](=[O:28])[OH:29])[cH:30][cH:31][c:32]1[CH3:33]>>[Cl:1][c:2]1[c:3]([CH3:22])[c:4]([N:8]2[CH2:9][N:10]([C:14]([CH2:15][N:16]([CH2:17][CH2:18][O:19][CH3:20])[C:27]([c:26]3[cH:25][c:24]([OH:23])[c:32]([CH3:33])[cH:31][cH:30]3)=[O:28])=[O:21])[CH2:11][C:12]2=[O:13])[cH:5][cH:6][cH:7]1. Procedure details: Methanol and thionyl chloride were added to 2-{[(1S,2S)-2-aminocyclohexyl]amino}-4-(trifluoromethyl)benzonitrile, followed by stirring with heating at 60° C. After neutralizing the reaction liquid by adding sodium bicarbonate aqueous solution thereto, the reaction liquid was post-treated to obtain methyl 2-{[(1S,2S)-2-aminocyclohexyl]amino}-4-(trifluoromethyl)benzoate. Run at temperature 60 celsius. Yields the product N[C@@H]1[C@H](CCCC1)NC1=C(C(=O)OC)C=CC(=C1)C(F)(F)F (methyl 2-{[(1S,2S)-2-aminocyclohexyl]amino}-4-(trifluoromethyl)benzoate). Reactants: S(=O)(Cl)Cl (thionyl chloride), N[C@@H]1[C@H](CCCC1)NC1=C(C#N)C=CC(=C1)C(F)(F)F (2-{[(1S,2S)-2-aminocyclohexyl]amino}-4-(trifluoromethyl)benzonitrile), C([O-])(O)=O.[Na+] (sodium bicarbonate). Reaction SMILES: S(Cl)(Cl)=[O:2].[NH2:5][C@H:6]1[CH2:11][CH2:10][CH2:9][CH2:8][C@@H:7]1[NH:12][C:13]1[CH:20]=[C:19]([C:21]([F:24])([F:23])[F:22])[CH:18]=[CH:17][C:14]=1[C:15]#N.[C:25](=O)(O)[O-:26].[Na+]>CO>[NH2:5][C@H:6]1[CH2:11][CH2:10][CH2:9][CH2:8][C@@H:7]1[NH:12][C:13]1[CH:20]=[C:19]([C:21]([F:24])([F:23])[F:22])[CH:18]=[CH:17][C:14]=1[C:15]([O:26][CH3:25])=[O:2] |f:2.3|. Solvent: CO (Methanol). Reactants: ON1C(CCCC1(C)C)(C)C (1-oxyl-2,2,6,6-tetramethylpiperidine), N(=O)OC(C)(C)C (tert-butyl nitrite), NC=1C=NC=CC1 (3-aminopyridine). Solvent: N1=CC=CC=C1 (pyridine). Product: N1=CC(=CC=C1)ON1C(CCCC1(C)C)(C)C (1-(Pyridin-3-yloxy)-2,2,6,6-tetramethylpiperidine). The yield is 51.2%. Reaction SMILES: [OH:1][N:2]1[C:7]([CH3:9])([CH3:8])[CH2:6][CH2:5][CH2:4][C:3]1([CH3:11])[CH3:10].N(OC(C)(C)C)=O.N[C:20]1[CH:21]=[N:22][CH:23]=[CH:24][CH:25]=1>N1C=CC=CC=1>[N:22]1[CH:23]=[CH:24][CH:25]=[C:20]([O:1][N:2]2[C:7]([CH3:9])([CH3:8])[CH2:6][CH2:5][CH2:4][C:3]2([CH3:11])[CH3:10])[CH:21]=1. Procedure: The procedure of Example 1 is repeated using 1.95 g (12.5 mmol) of 1-oxyl-2,2,6,6-tetramethylpiperidine, 3.90 g (38 mmol) of tert-butyl nitrite, 7.6 mg (0.0125 mmol) of (S,S)-(+)-N,N-bis(3,5-di-tert-butylsalicylidene)-1,2-cyclohexanediaminocobalt(II), 120 mL of pyridine and 2.35 g (25 mmol) of 3-aminopyridine at 70° C. The crude product obtained is purified by vacuum flash chromatography (heptane) to give 1.5 g of the title compound as a colorless oil in 50.8% yield. The structure is confirmed b...